Dataset: the Open Reaction Database (ORD), a public repository of structured organic reaction records. Task: describe an organic reaction: reactants, conditions, products, and yield The reactants are CCOCCC1CNCCN1, Cc1cc2c(s1)Nc1ccccc1NC2=S. The product is CCOCCC1CN(C2=Nc3ccccc3Nc3sc(C)cc32)CCN1. RXN SMILES: [CH2:17]([CH3:18])[O:19][CH2:20][CH2:21][CH:22]1[NH:23][CH2:24][CH2:25][NH:26][CH2:27]1.[CH3:1][c:2]1[cH:3][c:4]2[c:10]([s:11]1)[NH:9][c:8]1[c:7]([cH:15][cH:14][cH:13][cH:12]1)[NH:6][C:5]2=[S:16]>>[CH3:1][c:2]1[cH:3][c:4]2[c:10]([s:11]1)[NH:9][c:8]1[c:7]([cH:15][cH:14][cH:13][cH:12]1)[N:6]=[C:5]2[N:26]1[CH2:25][CH2:24][NH:23][CH:22]([CH2:21][CH2:20][O:19][CH2:17][CH3:18])[CH2:27]1. The reactants are OC1=[N+](C=CC=C1)[O-] (2-Hydroxypyridine-1-oxide), C1(=CC=CC=C1)S(=O)(=O)Cl (benzenesulfonyl chloride). Solvent: N1=CC=CC=C1 (pyridine). Product: C1(=CC=CC=C1)S(=O)(=O)ON1C(C=CC=C1)=O (2-Oxopyridin-1(2H)-yl benzenesulfonate). The yield is 77.0%. RXN SMILES: [OH:1][C:2]1[CH:7]=[CH:6][CH:5]=[CH:4][N+:3]=1[O-:8].[C:9]1([S:15](Cl)(=[O:17])=[O:16])[CH:14]=[CH:13][CH:12]=[CH:11][CH:10]=1>N1C=CC=CC=1>[C:9]1([S:15]([O:8][N:3]2[CH:4]=[CH:5][CH:6]=[CH:7][C:2]2=[O:1])(=[O:17])=[O:16])[CH:14]=[CH:13][CH:12]=[CH:11][CH:10]=1. Procedure: 2-Hydroxypyridine-1-oxide (1.0 g, 9.1 mmol) was reacted with benzenesulfonyl chloride (1.27 mL, 10.0 mmol) in 75 mL of pyridine to afford PZBG-1a in 77% yield (1.75 g, 7.0 mmol). 1H NMR (500 MHz, CDCl3) δ=8.02 (d, J=8.0 Hz, 2H), 7.75 (t, J=8.0 Hz, 1H), 7.59 (m, 3H), 7.28 (dt, J1=6.9 Hz, J2=2.3 Hz, 1H), 6.52 (d, J=9.8 Hz, 1H), 6.15 (t, J=7.5 Hz, 1H). 13C NMR (100 MHz, CDCl3) δ=157.0, 139.7, 137.1, 136.0, 133.8, 130.0, 129.5, 123.4, 105.4. ESI-MS(+): m/z 252.01 [M+H]+, 273.95 [M+Na]+. Anal. calcd ... Reactants: COC(=O)n1cc(C)c2c(OCc3ccccc3)c(OC)ccc21, CO, ClC(Cl)Cl, [K+], [OH-], O. Yields the product COc1ccc2[nH]cc(C)c2c1OCc1ccccc1. RXN SMILES: [CH2:1]([c:2]1[cH:3][cH:4][cH:5][cH:6][cH:7]1)[O:8][c:9]1[c:10]2[c:11]([CH3:24])[cH:12][n:13]([C:20]([O:21][CH3:22])=[O:23])[c:14]2[cH:15][cH:16][c:17]1[O:18][CH3:19].[CH3:31][OH:32].[CH:27]([Cl:28])([Cl:29])[Cl:30].[K+:26].[OH-:25].[OH2:33]>>[CH2:1]([c:2]1[cH:3][cH:4][cH:5][cH:6][cH:7]1)[O:8][c:9]1[c:10]2[c:11]([CH3:24])[cH:12][nH:13][c:14]2[cH:15][cH:16][c:17]1[O:18][CH3:19]. The product is C1(=CC=CC=C1)C=1N=C(OC1C1=CC=CC=C1)C=1C(CCC1)CC=1C=C(C(=O)N)C=CC1 (3-{[2-(4,5-diphenyloxazol-2-yl)-2-cyclopenten-1-yl]methyl}benzamide). Reaction SMILES: O1CCCC1.[C:6]1([C:12]2[N:13]=[C:14]([C:23]3[CH:24]([CH2:28][C:29]4[CH:30]=[C:31]([CH:35]=[CH:36][CH:37]=4)[C:32]([OH:34])=O)[CH2:25][CH2:26][CH:27]=3)[O:15][C:16]=2[C:17]2[CH:22]=[CH:21][CH:20]=[CH:19][CH:18]=2)[CH:11]=[CH:10][CH:9]=[CH:8][CH:7]=1.ClC(OCC)=O.[NH3:44]>C(N(CC)CC)C>[C:6]1([C:12]2[N:13]=[C:14]([C:23]3[CH:24]([CH2:28][C:29]4[CH:30]=[C:31]([CH:35]=[CH:36][CH:37]=4)[C:32]([NH2:44])=[O:34])[CH2:25][CH2:26][CH:27]=3)[O:15][C:16]=2[C:17]2[CH:22]=[CH:21][CH:20]=[CH:19][CH:18]=2)[CH:11]=[CH:10][CH:9]=[CH:8][CH:7]=1. Procedure: To a tetrahydrofuran solution (10 ml) of 3-{[2-(4,5-diphenyloxazol-2-yl)-2-cyclopenten-1-yl]methyl}benzoic acid (0.30 g) and triethylamine (0.15 ml) was added ethyl chloroformate (0.15 ml) at 0° C. The solution was stirred for 30 minutes at the same temperature. Then aqueous ammonia (10 ml) was added to the solution. After stirred for 6 hours at 0° C., the solution was partitioned between ethyl acetate and water. The organic layer was washed with water, 1N hydrochloric acid, water and brine. Aft... The solvent is C(C)N(CC)CC (triethylamine). Conditions: time 30 minute. Starting materials: N (ammonia), O1CCCC1 (tetrahydrofuran), C1(=CC=CC=C1)C=1N=C(OC1C1=CC=CC=C1)C=1C(CCC1)CC=1C=C(C(=O)O)C=CC1 (3-{[2-(4,5-diphenyloxazol-2-yl)-2-cyclopenten-1-yl]methyl}benzoic acid), ClC(=O)OCC (ethyl chloroformate).